Dataset: the Open Reaction Database (ORD), a public repository of structured organic reaction records. Task: describe an organic reaction: reactants, conditions, products, and yield Reactants: CC=1SC(=C(N1)CCCCC)CC1=CC=C(C=C1)[N+](=O)[O-] (2-methyl-5-(4-nitrobenzyl)-4-pentylthiazole). Run in C(C)O (ethanol). The product is CC=1SC(=C(N1)CCCCC)CC1=CC=C(C=C1)N (2-methyl-5-(4-aminobenzyl)-4-pentylthiazole). The yield is 91.1%. RXN SMILES: [CH3:1][C:2]1[S:3][C:4]([CH2:12][C:13]2[CH:18]=[CH:17][C:16]([N+:19]([O-])=O)=[CH:15][CH:14]=2)=[C:5]([CH2:7][CH2:8][CH2:9][CH2:10][CH3:11])[N:6]=1>C(O)C>[CH3:1][C:2]1[S:3][C:4]([CH2:12][C:13]2[CH:14]=[CH:15][C:16]([NH2:19])=[CH:17][CH:18]=2)=[C:5]([CH2:7][CH2:8][CH2:9][CH2:10][CH3:11])[N:6]=1. Reported procedure: 1.7 g of 2-methyl-5-(4-nitrobenzyl)-4-pentylthiazole (5.6 mmol) in 100 ml of ethanol are hydrogenated according to Example 25 to give 1.4 g of 2-methyl-5-(4-aminobenzyl)-4-pentylthiazole in the form of a colorless oil. The reactants are FC=1C=C(C=C(C1)F)[C@@H]1CCC(C(N1CC(=O)O)=O)(C)C ([(6S)-6-(3,5-difluorophenyl)-3,3-dimethyl-2-oxopiperidin-1-yl]acetic acid), FC=1C=C(C=C(C1)F)[C@@H]1CCC(C(N1CC(=O)O)=O)(C)C ([(6S)-6-(3,5-difluorophenyl)-3,3-dimethyl-2-oxopiperidin-1-yl]acetic acid), NC=1C=C2C[C@]3(C(N(C4=NC=CC=C43)COCC[Si](C)(C)C)=O)CC2=CC1 ((R)-5-amino-1′-{[2-(trimethylsilyl)ethoxy]methyl}-1,3-dihydrospiro[indene-2,3′-pyrrolo[2,3-b]pyridin]-2′(1′H)-one), NC=1C=C2C[C@]3(C(N(C4=NC=CC=C43)COCC[Si](C)(C)C)=O)CC2=CC1 ((R)-5-amino-1′-{[2-(trimethylsilyl)ethoxy]methyl}-1,3-dihydrospiro[indene-2,3′-pyrrolo[2,3-b]pyridin]-2′(1′H)-one), C=1C=CC2=C(C1)N=NN2O (HOBT), C(CCl)Cl (EDC). Run at time 18 hour. As a reaction SMILES: [F:1][C:2]1[CH:3]=[C:4]([C@H:9]2[N:14]([CH2:15][C:16]([OH:18])=O)[C:13](=[O:19])[C:12]([CH3:21])([CH3:20])[CH2:11][CH2:10]2)[CH:5]=[C:6]([F:8])[CH:7]=1.[NH2:22][C:23]1[CH:24]=[C:25]2[C:46](=[CH:47][CH:48]=1)[CH2:45][C@:27]1([C:35]3[C:30](=[N:31][CH:32]=[CH:33][CH:34]=3)[N:29]([CH2:36][O:37][CH2:38][CH2:39][Si:40]([CH3:43])([CH3:42])[CH3:41])[C:28]1=[O:44])[CH2:26]2.C1C=CC2N(O)N=NC=2C=1.C(Cl)CCl>CN(C=O)C>[F:1][C:2]1[CH:3]=[C:4]([C@H:9]2[N:14]([CH2:15][C:16]([NH:22][C:23]3[CH:24]=[C:25]4[C:46](=[CH:47][CH:48]=3)[CH2:45][C@:27]3([C:35]5[C:30](=[N:31][CH:32]=[CH:33][CH:34]=5)[N:29]([CH2:36][O:37][CH2:38][CH2:39][Si:40]([CH3:41])([CH3:42])[CH3:43])[C:28]3=[O:44])[CH2:26]4)=[O:18])[C:13](=[O:19])[C:12]([CH3:21])([CH3:20])[CH2:11][CH2:10]2)[CH:5]=[C:6]([F:8])[CH:7]=1. The solvent is CN(C)C=O (DMF). Product: FC=1C=C(C=C(C1)F)[C@@H]1CCC(C(N1CC(=O)NC=1C=C2C[C@]3(C(N(C4=NC=CC=C43)COCC[Si](C)(C)C)=O)CC2=CC1)=O)(C)C (2-[(6S)-6-(3,5-Difluorophenyl)-3,3-dimethyl-2-oxopiperidin-1-yl]-N-((2R)-2′-oxo-1′-{[2-(trimethylsilyl)ethoxy]methyl}-1,1′,2′,3-tetrahydrospiro[indene-2,3′-pyrrolo[2,3-b]pyridin]-5-yl]acetamide). Procedure: A mixture of [(6S)-6-(3,5-difluorophenyl)-3,3-dimethyl-2-oxopiperidin-1-yl]acetic acid (21 mg, 0.07 mmol, described in Intermediate 49), (R)-5-amino-1′-{[2-(trimethylsilyl)ethoxy]methyl}-1,3-dihydrospiro[indene-2,3′-pyrrolo[2,3-b]pyridin]-2′(1′H)-one (26 mg, 0.07 mmol, described in Intermediate 9, step B), HOBT (15 mg, 0.10 mmol), and EDC (19 mg, 0.10 mmol) in DMF (0.5 mL) was stirred at ambient temperature for 18 h. The reaction mixture was partitioned between saturated aqueous NaHCO3 (10 mL) a... Starting materials: Cl.NO (hydroxylamine hydrochloride), C(#N)C1=NC=CC(=C1)C1=NC(=C(C(=N1)NS(=O)(=O)C1=NC=C(C=C1)C)OC1=C(C=CC=C1)OC)OC (5-methyl-pyridine-2-sulfonic acid [2-(2-cyano-pyridin-4-yl)-6-methoxy-5-(2-methoxy-phenoxy)-pyrimidin-4-yl]-amide), product, C(C)N(C(C)C)C(C)C (N-etyldiisopropylamine), Cl (HCl). Run in O1CCOCC1 (dioxane). Product: ONC(=N)C1=NC=CC(=C1)C1=NC(=C(C(=N1)OC)OC1=C(C=CC=C1)OC)NS(=O)(=O)C1=NC=C(C=C1)C (N-hydroxy-4-[4-methoxy-5-(2-methoxy-phenoxy)-6-(5-methyl-pyridine-2-sulfonylamino)-pyrimidin-2-yl]-pyridine-2-carboxamidine). Reaction SMILES: [C:1]([C:3]1[CH:8]=[C:7]([C:9]2[N:14]=[C:13]([NH:15][S:16]([C:19]3[CH:24]=[CH:23][C:22]([CH3:25])=[CH:21][N:20]=3)(=[O:18])=[O:17])[C:12]([O:26][C:27]3[CH:32]=[CH:31][CH:30]=[CH:29][C:28]=3[O:33][CH3:34])=[C:11]([O:35][CH3:36])[N:10]=2)[CH:6]=[CH:5][N:4]=1)#[N:2].C(N(C(C)C)C(C)C)C.Cl.[NH2:47][OH:48].Cl>O1CCOCC1>[OH:48][NH:47][C:1]([C:3]1[CH:8]=[C:7]([C:9]2[N:10]=[C:11]([O:35][CH3:36])[C:12]([O:26][C:27]3[CH:32]=[CH:31][CH:30]=[CH:29][C:28]=3[O:33][CH3:34])=[C:13]([NH:15][S:16]([C:19]3[CH:24]=[CH:23][C:22]([CH3:25])=[CH:21][N:20]=3)(=[O:17])=[O:18])[N:14]=2)[CH:6]=[CH:5][N:4]=1)=[NH:2] |f:2.3|. Procedure details: A suspension of 100 mg of 5-methyl-pyridine-2-sulfonic acid [2-(2-cyano-pyridin-4-yl)-6-methoxy-5-(2-methoxy-phenoxy)-pyrimidin-4-yl]-amide, product of example 19, in dioxane (10 ml) was treated at RT with 0.17 ml of N-etyldiisopropylamine then with 69 mg of hydroxylamine hydrochloride and refluxed 12 h until the reaction was complete according to TLC analysis. The mixture was poured into cold diluted HCl and the product extracted into AcOEt. The organic layer was dried over Na2SO4 and the solve... The reactants are ClC1=CC(=NC=2N1N=CC2)C2CCC(N(C2)C(=O)OC(C)(C)C)C(=O)OC(C)(C)C (Di-tert-butyl 5-(7-chloropyrazolo[1,5-a]pyrimidin-5-yl)piperidine-1,2-dicarboxylate), N (ammonia). The solvent is CO (methanol). Run at temperature 80 celsius, time 16 hour. The product is NC1=CC(=NC=2N1N=CC2)C2CCC(N(C2)C(=O)OC(C)(C)C)C(=O)OC(C)(C)C (Di-tert-butyl 5-(7-aminopyrazolo[1,5-a]pyrimidin-5-yl)piperidine-1,2-dicarboxylate). Reaction SMILES: Cl[C:2]1[N:7]2[N:8]=[CH:9][CH:10]=[C:6]2[N:5]=[C:4]([CH:11]2[CH2:16][N:15]([C:17]([O:19][C:20]([CH3:23])([CH3:22])[CH3:21])=[O:18])[CH:14]([C:24]([O:26][C:27]([CH3:30])([CH3:29])[CH3:28])=[O:25])[CH2:13][CH2:12]2)[CH:3]=1.[NH3:31]>CO>[NH2:31][C:2]1[N:7]2[N:8]=[CH:9][CH:10]=[C:6]2[N:5]=[C:4]([CH:11]2[CH2:16][N:15]([C:17]([O:19][C:20]([CH3:23])([CH3:22])[CH3:21])=[O:18])[CH:14]([C:24]([O:26][C:27]([CH3:30])([CH3:29])[CH3:28])=[O:25])[CH2:13][CH2:12]2)[CH:3]=1. Procedure details: Di-tert-butyl 5-(7-chloropyrazolo[1,5-a]pyrimidin-5-yl)piperidine-1,2-dicarboxylate was dissolved in 30 mL ˜7N ammonia in methanol in a sealed vessel. The reaction mixture was heated at 80° C. for 16 hours. After 16 hours, the reaction mixture is cooled to room temperature and concentrated in vacuo to yield a brown solid. LC-MS: 418 [M+H]. The title compound was used in the next step without further purification. Starting materials: C(=O)C(C(C1=CC=C(OC)C=C1)=O)C1=CC=C(OC)C=C1 (α-formyl desoxyanisoin), NC(=S)N (thiourea), Cl (HCl). Solvent: C(C)O (ethanol). Product: SC1=NC=C(C(=N1)C1=CC=C(C=C1)OC)C1=CC=C(C=C1)OC (2-Mercapto-4,5-bis(4-methoxyphenyl)-pyrimidine). Isolated yield 47.7%. As a reaction SMILES: [CH:1]([CH:3]([C:14]1[CH:21]=[CH:20][C:17]([O:18][CH3:19])=[CH:16][CH:15]=1)[C:4](=O)[C:5]1[CH:12]=[CH:11][C:8]([O:9][CH3:10])=[CH:7][CH:6]=1)=O.[NH2:22][C:23]([NH2:25])=[S:24].Cl>C(O)C>[SH:24][C:23]1[N:25]=[C:4]([C:5]2[CH:12]=[CH:11][C:8]([O:9][CH3:10])=[CH:7][CH:6]=2)[C:3]([C:14]2[CH:21]=[CH:20][C:17]([O:18][CH3:19])=[CH:16][CH:15]=2)=[CH:1][N:22]=1. Procedure details: A solution of α-formyl desoxyanisoin (21.3 g, 75 mmole) and thiourea (9.75 g, 1.7 equiv) in 375 ml ethanol was treated with 3 N HCl (7.5 ml) and heated at reflux for 3.5 hours. The reaction mixture was concentrated on the rotary evaporator and the residue recrystallized from ethanol to give the title compound (11.6 g), m.p. 188°-191°. Infrared and H-NMR spectra were consistent with the assigned structure. The reactants are C(C)(C)(C)C=1C=C2\C(\C(NC(C2=CC1)=O)=O)=C/OC ((4E)-6-tert-butyl-4-(methoxymethylene)isoquinoline-1,3(2H,4H)-dione), NCC1=NC=C(C(=C1)O)C1=COC=C1 (2-aminomethyl-5-furan-3-yl-pyridin-4-ol). Run in CN(C=O)C (N,N-dimethylformamide). Reaction conditions: time 2 hour. Yields the product C(C)(C)(C)C=1C=C2C(C(NC(C2=CC1)=O)=O)=CNCC1=NC=C(C(=C1)O)C1=COC=C1 (6-tert-Butyl-4-{[(5-furan-3-yl-4-hydroxy-pyridin-2-ylmethyl)-amino]-methylene}-4H-isoquinoline-1,3-dione). The yield is 63.8%. As a reaction SMILES: [C:1]([C:5]1[CH:6]=[C:7]2[C:12](=[CH:13][CH:14]=1)[C:11](=[O:15])[NH:10][C:9](=[O:16])/[C:8]/2=[CH:17]/OC)([CH3:4])([CH3:3])[CH3:2].[NH2:20][CH2:21][C:22]1[CH:27]=[C:26]([OH:28])[C:25]([C:29]2[CH:33]=[CH:32][O:31][CH:30]=2)=[CH:24][N:23]=1>CN(C)C=O>[C:1]([C:5]1[CH:6]=[C:7]2[C:12](=[CH:13][CH:14]=1)[C:11](=[O:15])[NH:10][C:9](=[O:16])[C:8]2=[CH:17][NH:20][CH2:21][C:22]1[CH:27]=[C:26]([OH:28])[C:25]([C:29]2[CH:33]=[CH:32][O:31][CH:30]=2)=[CH:24][N:23]=1)([CH3:4])([CH3:3])[CH3:2]. Procedure: An amount of 40.0 mg (0.154 mmole) of (4E)-6-tert-butyl-4-(methoxymethylene)isoquinoline-1,3(2H,4H)-dione (based on a sample that is 39% pure by weight), is dissolved in N,N-dimethylformamide (3 mL), followed by the addition of 29 mg (0.154 mmole) of 2-aminomethyl-5-furan-3-yl-pyridin-4-ol. All solids dissolved and after the mixture is stirred at room temperature for 2 hours, the solution is evaporated to dryness in vacuo, treated with acetonitrile, filtered and washed several times with fresh a... Starting materials: C=C (ethylene), C12C=CC(CC1)C2 (norbornene), C=C (ethylene), Cl (hydrochloric acid), stainless steel, C(C(C)C)[Al](CC(C)C)CC(C)C (triisobutylaluminum), C=C (ethylene). Reagents/catalysts: above catalyst. Solvent: O (water), C1CCCCC1 (cyclohexane), C(C)(C)O (isopropanol), O (water). Reaction conditions: time 5 minute. Product: C=C.C12C=CC(CC1)C2 (Ethylene/Norbornene). As a reaction SMILES: [CH:1]12[CH2:7][CH:4]([CH2:5][CH2:6]1)[CH:3]=[CH:2]2.C([Al](CC(C)C)CC(C)C)C(C)C.C=C.Cl>O.C(O)(C)C.C1CCCCC1>[CH2:1]=[CH2:2].[CH:1]12[CH2:7][CH:4]([CH2:5][CH2:6]1)[CH:3]=[CH:2]2 |f:7.8|. Procedure: In a nitrogen atmosphere at room temperature, 600 ml of a cyclohexane solution containing 20 g of norbornene was placed in a 1-liter stainless steel autoclave purged thoroughly with nitrogen. 0.6 mmol of triisobutylaluminum was added, and nitrogen in the autoclave was replaced with ethylene. The inside of the autoclave was pressurized with ethylene, and then the temperature in the autoclave was raised so that the temperature and the pressure in the autoclave were 70° C. and 0.7 MPa, respectively... The reactants are CC(=O)O[C@H]1CC[C@@]2([C@H]3CC[C@]4([C@H]([C@@H]3CC=C2C1)CCC4=O)C)C (dehydroepiandrosterone acetate), CC(=O)C.C(C)(=O)OC(=C)C (acetone isopropenyl acetate). The solvent is C(C)(=O)OC(=C)C (isopropenyl acetate), S(O)(O)(=O)=O (sulfuric acid), C(C)(=O)OC(=C)C (isopropenyl acetate), C(C)(=O)OC(=C)C (isopropenyl acetate). Reaction conditions: time 12 hour. Product: C(C)(=O)O[C@@H]1CC2=CC[C@H]3[C@@H]4CC=C([C@@]4(C)CC[C@@H]3[C@]2(CC1)C)OC(C)=O (3β,17 -Diacetoxy-androst-5,16-diene). Reaction SMILES: [CH3:1][C:2]([O:4][C@@H:5]1[CH2:18][C:17]2[C@@:8]([CH3:24])([C@@H:9]3[C@@H:14]([CH2:15][CH:16]=2)[C@@H:13]2[CH2:19][CH2:20][C:21](=[O:22])[C@@:12]2([CH3:23])[CH2:11][CH2:10]3)[CH2:7][CH2:6]1)=[O:3].[CH3:25][C:26](C)=[O:27].C(OC(C)=C)(=O)C>C(OC(C)=C)(=O)C.S(=O)(=O)(O)O>[C:2]([O:4][C@H:5]1[CH2:6][CH2:7][C@@:8]2([CH3:24])[C:17](=[CH:16][CH2:15][C@@H:14]3[C@@H:9]2[CH2:10][CH2:11][C@@:12]2([CH3:23])[C@H:13]3[CH2:19][CH:20]=[C:21]2[O:22][C:26](=[O:27])[CH3:25])[CH2:18]1)(=[O:3])[CH3:1] |f:1.2|. Procedure details: 300 g (0.9 mole) of dehydroepiandrosterone acetate are dissolved in 1160 ml of isopropenyl acetate, whereupon a solution of 4 ml of concentrated sulfuric acid in 100 ml of isopropenyl acetate is added. The temperature of the reaction mixture is raised slowly (in two hours) to the boiling temperature of isopropenyl acetate, and continuously 400 ml of an acetone/isopropenyl acetate mixture are distilled off. After heating and continuous distillation for 6 hours, the solution is cooled to room temp...